Dataset: the Open Reaction Database (ORD), a public repository of structured organic reaction records. Task: describe an organic reaction: reactants, conditions, products, and yield The reactants are Cl, NCC(O)c1ccc(F)cc1F, O=C1CCCc2c(S(=O)(=O)Cl)csc21. The product is O=C1CCCc2c(S(=O)(=O)NCC(O)c3ccc(F)cc3F)csc21. RXN SMILES: [ClH:15].[NH2:16][CH2:17][CH:18]([OH:19])[c:20]1[c:21]([F:27])[cH:22][c:23]([F:26])[cH:24][cH:25]1.[O:1]=[C:2]1[CH2:3][CH2:4][CH2:5][c:6]2[c:7]1[s:8][cH:9][c:10]2[S:11](=[O:12])(=[O:13])[Cl:14]>>[O:1]=[C:2]1[CH2:3][CH2:4][CH2:5][c:6]2[c:7]1[s:8][cH:9][c:10]2[S:11](=[O:12])(=[O:13])[NH:16][CH2:17][CH:18]([OH:19])[c:20]1[c:21]([F:27])[cH:22][c:23]([F:26])[cH:24][cH:25]1. Reactants: BrC1=CC=C(C=C1)CC(=O)O (4-Bromo-phenyl-acetic acid), C(=O)([O-])[O-].[K+].[K+] (K2CO3), CI (methyl iodide). Run in CCOCC (ether), CN(C)C=O (DMF). Run at time 2.5 hour. The product is COC(CC1=CC=C(C=C1)Br)=O (4-Bromo-phenyl-acetic acid methyl ester). Yield: 99.3%. RXN SMILES: [Br:1][C:2]1[CH:7]=[CH:6][C:5]([CH2:8][C:9]([OH:11])=[O:10])=[CH:4][CH:3]=1.[C:12]([O-])([O-])=O.[K+].[K+].CI>CN(C=O)C.CCOCC>[CH3:12][O:10][C:9](=[O:11])[CH2:8][C:5]1[CH:4]=[CH:3][C:2]([Br:1])=[CH:7][CH:6]=1 |f:1.2.3|. Procedure: To a solution of 4-Bromo-phenyl-acetic acid (8.6 g, 40 mmol) in DMF (80 mL) is added K2CO3 (6.16 g, 44 mmol) followed by methyl iodide (2.8 mL, 45 mmol). The resulting mixture is stirred for 2.5 hours, then diluted with ether, washed with water and brine, dried over MgSO4 and concentrated to give 9.1 g of the title compound as an oil. This material is used without further purification. 1H NMR (CDCl3) d 3.58 (s, 2H), 3.69 (s, 3H), 7.13 (d, J=8 Hz, 2H), 7.43 (d, J=8 Hz, 2H). MS (EI) m/z 228/230 (M... Reactants: C=O (formalin), O=C1CC(C2=CC=CC=C12)C(=O)O (3-oxo-1-indanecarboxylic acid), N1CCCCC1 (piperidine), COC([C@@H](NC(C)=O)CS)=O (N-acetyl-L-cysteine methyl ester). The solvent is C(C)O (Ethanol). Run at time 3 hour. Product: C(C)(=O)N[C@@H](CSCC1C(C2=CC=CC=C2C1=O)C(=O)O)C(=O)OC (2-{(2R)-2-acetylamino-2-methoxycarbonylethylthio}methyl-3-oxo-1-indanecarboxylic acid). Isolated yield 37.7%. Reaction SMILES: C=O.[O:3]=[C:4]1[C:12]2[C:7](=[CH:8][CH:9]=[CH:10][CH:11]=2)[CH:6]([C:13]([OH:15])=[O:14])[CH2:5]1.N1CCCC[CH2:17]1.[CH3:22][O:23][C:24](=[O:32])[C@H:25]([CH2:30][SH:31])[NH:26][C:27](=[O:29])[CH3:28]>C(O)C>[C:27]([NH:26][C@H:25]([C:24]([O:23][CH3:22])=[O:32])[CH2:30][S:31][CH2:17][CH:5]1[C:4](=[O:3])[C:12]2[C:7](=[CH:8][CH:9]=[CH:10][CH:11]=2)[CH:6]1[C:13]([OH:15])=[O:14])(=[O:29])[CH3:28]. Procedure: After 37% formalin (0.088 ml, 1.08 mmol) was added to a mixture of 3-oxo-1-indanecarboxylic acid (191 mg, 1.08 mmol) and piperidine (92.3 mg, 1.08 mmol), the mixture was stirred at room temperature for 3 hours. The reaction solution was concentrated. Ethanol (3 ml) and N-acetyl-L-cysteine methyl ester (80 mg, 0.45 mmol) were added to the residue. The mixture was heated to reflux for 10 minutes and then concentrated in vacuo. The residue was purified by silica gel column chromatography (100 ml, c... Starting materials: CC(C)(C)[O-], CS(C)=O, [Cl-], [K+], [NH4+], CC1CC(=O)C=C2CCC3C4CCC(=O)C4(C)CCC3C21CO. Yields the product CC1CC(=O)CC2=CCC3C4CCC(=O)C4(C)CCC3C21CO. As a reaction SMILES: [CH3:1][C:2]([CH3:3])([O-:4])[CH3:5].[CH3:32][S:33]([CH3:34])=[O:35].[Cl-:30].[K+:6].[NH4+:31].[OH:7][CH2:8][C:9]12[CH:10]([CH3:29])[CH2:11][C:12](=[O:28])[CH:13]=[C:14]1[CH2:15][CH2:16][CH:17]1[CH:18]3[CH2:19][CH2:20][C:21](=[O:27])[C:22]3([CH3:23])[CH2:24][CH2:25][CH:26]21>>[OH:7][CH2:8][C:9]12[CH:10]([CH3:29])[CH2:11][C:12](=[O:28])[CH2:13][C:14]1=[CH:15][CH2:16][CH:17]1[CH:18]3[CH2:19][CH2:20][C:21](=[O:27])[C:22]3([CH3:23])[CH2:24][CH2:25][CH:26]21. The reactants are Cc1nnc(-c2cccc(B(O)O)c2)o1, CCN(C(C)C)C(C)C, CNC(=O)c1c(-c2ccc(F)cc2)oc2ccc(OS(=O)(=O)C(F)(F)F)cc12, C1COCCO1, O, c1ccc(P(c2ccccc2)(c2ccccc2)[Pd](P(c2ccccc2)(c2ccccc2)c2ccccc2)(P(c2ccccc2)(c2ccccc2)c2ccccc2)P(c2ccccc2)(c2ccccc2)c2ccccc2)cc1. Yields the product CNC(=O)c1c(-c2ccc(F)cc2)oc2ccc(-c3cccc(-c4nnc(C)o4)c3)cc12. Reaction SMILES: [CH3:38][c:39]1[n:40][n:41][c:42](-[c:44]2[cH:45][c:46]([B:50]([OH:51])[OH:52])[cH:47][cH:48][cH:49]2)[o:43]1.[CH:1]([N:2]([CH2:3][CH3:4])[CH:5]([CH3:6])[CH3:7])([CH3:8])[CH3:9].[F:10][C:11]([F:12])([F:13])[S:14]([O:15][c:16]1[cH:17][cH:18][c:19]2[c:20]([c:21]([C:31]([NH:32][CH3:33])=[O:34])[c:22](-[c:24]3[cH:25][cH:26][c:27]([F:30])[cH:28][cH:29]3)[o:23]2)[cH:35]1)(=[O:36])=[O:37].[O:53]1[CH2:54][CH2:55][O:56][CH2:57][CH2:58]1.[OH2:136].[cH:59]1[cH:60][cH:61][c:62]([P:63]([Pd:64]([P:65]([c:66]2[cH:67][cH:68][cH:69][cH:70][cH:71]2)([c:72]2[cH:73][cH:74][cH:75][cH:76][cH:77]2)[c:78]2[cH:79][cH:80][cH:81][cH:82][cH:83]2)([P:84]([c:85]2[cH:86][cH:87][cH:88][cH:89][cH:90]2)([c:91]2[cH:92][cH:93][cH:94][cH:95][cH:96]2)[c:97]2[cH:98][cH:99][cH:100][cH:101][cH:102]2)[P:103]([c:104]2[cH:105][cH:106][cH:107][cH:108][cH:109]2)([c:110]2[cH:111][cH:112][cH:113][cH:114][cH:115]2)[c:116]2[cH:117][cH:118][cH:119][cH:120][cH:121]2)([c:122]2[cH:123][cH:124][cH:125][cH:126][cH:127]2)[c:128]2[cH:129][cH:130][cH:131][cH:132][cH:133]2)[cH:134][cH:135]1>>[c:16]1(-[c:46]2[cH:45][c:44](-[c:42]3[n:41][n:40][c:39]([CH3:38])[o:43]3)[cH:49][cH:48][cH:47]2)[cH:17][cH:18][c:19]2[c:20]([c:21]([C:31]([NH:32][CH3:33])=[O:34])[c:22](-[c:24]3[cH:25][cH:26][c:27]([F:30])[cH:28][cH:29]3)[o:23]2)[cH:35]1. Reactants: [Li+].C[Si](C)(C)[N-][Si](C)(C)C (LiHMDS), C1(CC1)C#C (cyclopropyl acetylene), ClC1=CC(=C(C=C1)NC(=O)[C@]12OC([C@](CC1)(C2(C)C)C)=O)C(C(F)(F)F)=O ((1S,4R)-N-(4-chloro-2-(2,2,2-trifluoroacetyl)phenyl)-4,7,7-trimethyl-3-oxo-2-ox abicyclo[2.2.1]heptane-1-carboxamide). Run in C1CCOC1 (THF), C1CCOC1 (THF). Reaction conditions: temperature -15 celsius, time 20 minute. Yields the product ClC1=CC(=C(C=C1)NC(=O)[C@]12OC([C@](CC1)(C2(C)C)C)=O)[C@](C(F)(F)F)(C#CC2CC2)O ((1S,4R)-N-(4-chloro-2-((S)-4-cyclopropyl-1,1,1-trifluoro-2-hydroxybut 3-yn-2-yl)phenyl)-4,7,7-trimethyl-3-oxo-2-oxabicyclo[2.2.1]heptane-1-carboxamide). As a reaction SMILES: [Li+].C[Si]([N-][Si](C)(C)C)(C)C.[CH:11]1([C:14]#[CH:15])[CH2:13][CH2:12]1.[Cl:16][C:17]1[CH:22]=[CH:21][C:20]([NH:23][C:24]([C@@:26]23[C:32]([CH3:34])([CH3:33])[C@@:29]([CH3:35])([CH2:30][CH2:31]2)[C:28](=[O:36])[O:27]3)=[O:25])=[C:19]([C:37](=[O:42])[C:38]([F:41])([F:40])[F:39])[CH:18]=1>C1COCC1>[Cl:16][C:17]1[CH:22]=[CH:21][C:20]([NH:23][C:24]([C@@:26]23[C:32]([CH3:33])([CH3:34])[C@@:29]([CH3:35])([CH2:30][CH2:31]2)[C:28](=[O:36])[O:27]3)=[O:25])=[C:19]([C@@:37]([OH:42])([C:15]#[C:14][CH:11]2[CH2:13][CH2:12]2)[C:38]([F:39])([F:40])[F:41])[CH:18]=1 |f:0.1|. Procedure details: 1M LiHMDS (7.4 mL, 7.4 mmol) was added slowly to a solution of cyclopropyl acetylene (0.49 g, 7.4 mmol) in THF (4 mL) in an ice-salt bath under argon, and then (1S, 4R)-N-(4-chloro-2-(2,2,2-trifluoroacetyl)phenyl)-4,7,7-trimethyl-3-oxo-2-oxabicyclo[2.2.1]heptane-1-carboxamide (9, 1 g., 2.48 mmol) in THF (1.5 mL) was added slowly. The mixture was stirred at −15° C. for 20 minutes. TLC showed the formation of the product. The reaction mixture was worked up similarly to the example 6, and (1S,4R)-N...